This data is from the Open Reaction Database (ORD), a public repository of structured organic reaction records. The task is: describe an organic reaction: reactants, conditions, products, and yield Reactants: [Br-], O=C(Cl)Oc1ccc(Oc2ccc(C(F)(F)F)cn2)cc1, [K+], c1ccc(CCN2CCNCC2)nc1. The product is O=C(Oc1ccc(Oc2ccc(C(F)(F)F)cn2)cc1)N1CCN(CCc2ccccn2)CC1, Cl. As a reaction SMILES: [Br-:36].[Cl:1][C:2](=[O:3])[O:4][c:5]1[cH:6][cH:7][c:8]([O:11][c:12]2[n:13][cH:14][c:15]([C:18]([F:19])([F:20])[F:21])[cH:16][cH:17]2)[cH:9][cH:10]1.[K+:37].[n:22]1[c:23]([CH2:28][CH2:29][N:30]2[CH2:31][CH2:32][NH:33][CH2:34][CH2:35]2)[cH:24][cH:25][cH:26][cH:27]1>>[C:2](=[O:3])([O:4][c:5]1[cH:6][cH:7][c:8]([O:11][c:12]2[n:13][cH:14][c:15]([C:18]([F:19])([F:20])[F:21])[cH:16][cH:17]2)[cH:9][cH:10]1)[N:33]1[CH2:32][CH2:31][N:30]([CH2:29][CH2:28][c:23]2[n:22][cH:27][cH:26][cH:25][cH:24]2)[CH2:35][CH2:34]1.[ClH:1].